Dataset: the Open Reaction Database (ORD), a public repository of structured organic reaction records. Task: describe an organic reaction: reactants, conditions, products, and yield Reactants: C(C1=CC=CC=C1)N1C(=NC=C1)NC(=O)C=1C=CC(=C2C=CC=NC12)C1=C(C(=CC(=C1Cl)OC)OC)Cl (5-(2,6-dichloro-3,5-dimethoxy-phenyl)quinoline-8-carboxylic acid (1-benzyl-1H-imidazol-2-yl)-amide). The reagents and catalysts are [Pd] (palladium). Run in CO (MeOH). Run at time 72 hour. The product is N1C(=NC=C1)NC(=O)C=1C=CC(=C2C=CC=NC12)C1=C(C(=CC(=C1Cl)OC)OC)Cl (5-(2,6-Dichloro-3,5-dimethoxy-phenyl)-quinoline-8-carboxylic acid (1H-imidazol-2-yl)-amide). The yield is 2.9%. RXN SMILES: C([N:8]1[CH:12]=[CH:11][N:10]=[C:9]1[NH:13][C:14]([C:16]1[CH:17]=[CH:18][C:19]([C:26]2[C:31]([Cl:32])=[C:30]([O:33][CH3:34])[CH:29]=[C:28]([O:35][CH3:36])[C:27]=2[Cl:37])=[C:20]2[C:25]=1[N:24]=[CH:23][CH:22]=[CH:21]2)=[O:15])C1C=CC=CC=1>CO.[Pd]>[NH:8]1[CH:12]=[CH:11][N:10]=[C:9]1[NH:13][C:14]([C:16]1[CH:17]=[CH:18][C:19]([C:26]2[C:31]([Cl:32])=[C:30]([O:33][CH3:34])[CH:29]=[C:28]([O:35][CH3:36])[C:27]=2[Cl:37])=[C:20]2[C:25]=1[N:24]=[CH:23][CH:22]=[CH:21]2)=[O:15]. Reported procedure: A suspension of 5-(2,6-dichloro-3,5-dimethoxy-phenyl)quinoline-8-carboxylic acid (1-benzyl-1H-imidazol-2-yl)-amide (Example 160) (100 mg, 1.16 mmol) and palladium hydroxyde (75 mg) in MeOH (5 mL) was stirred for 72 h at rt, under a hydrogen atmosphere. The reaction mixture was filtered through a pad of celite and concentrated. The residue was purified by silica gel column chromatography (Hex/EtOAc, 1:4) followed by trituration in Et2O to provide 15 mg of the title compound as a yellow solid: ES-...